This data is from the Open Reaction Database (ORD), a public repository of structured organic reaction records. The task is: describe an organic reaction: reactants, conditions, products, and yield Yields the product CCOC(=O)c1sc(NN)nc1C. As a reaction SMILES: [Br:1][c:2]1[s:3][c:4]([C:8](=[O:9])[O:10][CH2:11][CH3:12])[c:5]([CH3:7])[n:6]1.[NH2:14][NH2:15].[O:16]1[CH2:17][CH2:18][CH2:19][CH2:20]1.[OH2:13]>>[c:2]1([NH:14][NH2:15])[s:3][c:4]([C:8](=[O:9])[O:10][CH2:11][CH3:12])[c:5]([CH3:7])[n:6]1. The reactants are CCOC(=O)c1sc(Br)nc1C, NN, C1CCOC1, O. Reactants: Oc1cc(F)cc(Br)c1, O=C([O-])[O-], CCCI, CN(C)C=O, [Cs+], [Cs+]. Yields the product CCCOc1cc(F)cc(Br)c1. As a reaction SMILES: [Br:5][c:6]1[cH:7][c:8]([OH:13])[cH:9][c:10]([F:12])[cH:11]1.[C:14](=[O:15])([O-:16])[O-:17].[CH2:1]([CH2:2][CH3:3])[I:4].[CH3:20][N:21]([CH3:22])[CH:23]=[O:24].[Cs+:18].[Cs+:19]>>[CH2:1]([CH2:2][CH3:3])[O:13][c:8]1[cH:7][c:6]([Br:5])[cH:11][c:10]([F:12])[cH:9]1. Reactants: CC(C)(C)[O-].[K+] (potassium tert-butylate), ClC1=C(C(=O)C(C(=O)OCC)=CNC2CCCCC2)C=CC(=C1)I (ethyl 2-(2-chloro-4-iodo-benzoyl)-3-cyclohexylamino-acrylate), ice water. Run in CS(=O)C (dimethyl sulphoxide). Reaction conditions: time 30 minute. Product: C1(CCCCC1)N1C=C(C(C2=CC=C(C=C12)I)=O)C(=O)OCC (ethyl 1-cyclohexyl-7-iodo-4-oxo-1,4-dihydro-quinoline-3-carboxylate). Yield: 90.3%. RXN SMILES: Cl[C:2]1[CH:23]=[C:22]([I:24])[CH:21]=[CH:20][C:3]=1[C:4]([C:6](=[CH:12][NH:13][CH:14]1[CH2:19][CH2:18][CH2:17][CH2:16][CH2:15]1)[C:7]([O:9][CH2:10][CH3:11])=[O:8])=[O:5].CC([O-])(C)C.[K+]>CS(C)=O>[CH:14]1([N:13]2[C:20]3[C:3](=[CH:2][CH:23]=[C:22]([I:24])[CH:21]=3)[C:4](=[O:5])[C:6]([C:7]([O:9][CH2:10][CH3:11])=[O:8])=[CH:12]2)[CH2:19][CH2:18][CH2:17][CH2:16][CH2:15]1 |f:1.2|. Reported procedure: mg) A suspension of 17.8 g of ethyl 2-(2-chloro-4-iodo-benzoyl)-3-cyclohexylamino-acrylate in 150 ml of dimethyl sulphoxide is treated portionwise at room temperature while stirring with 4.75 g of potassium tert-butylate and the mixture is subsequently heated at 50° for 1 hr. The mixture is left to cool to room temperature, poured into 500 ml of ice-water and stirred for a further 30 min. The suspension is suction filtered, the filter residue is washed three times with 100 ml of water each time ... The reactants are FC(C1=CC=C(C=C1)C1=NOC2=C1C=CC(=C2)OC=2C=C(OC(C(=O)O)CC)C=CC2)(F)F (2-{3-[3-(4-trifluoromethyl-phenyl)-benzo[d]isoxazol-6-yloxy]-phenoxy}-butanoic acid), [B-](F)(F)(F)F.[B-](F)(F)(F)F.C1C[N+]2(CC[N+]1(CC2)CCl)F (SELECTFLUOR). Solvent: C(C)#N (acetonitrile). The product is FC1=C(OC(C(=O)O)CC)C=CC=C1OC1=CC2=C(C(=NO2)C2=CC=C(C=C2)C(F)(F)F)C=C1 (2-{2-fluoro-3-[3-(4-trifluoromethyl-phenyl)-benzo[d]isoxazol-6-yloxy]-phenoxy}-butanoic acid). As a reaction SMILES: [F:1][C:2]([F:33])([F:32])[C:3]1[CH:8]=[CH:7][C:6]([C:9]2[C:13]3[CH:14]=[CH:15][C:16]([O:18][C:19]4[CH:20]=[C:21]([CH:29]=[CH:30][CH:31]=4)[O:22][CH:23]([CH2:27][CH3:28])[C:24]([OH:26])=[O:25])=[CH:17][C:12]=3[O:11][N:10]=2)=[CH:5][CH:4]=1.[B-](F)(F)(F)[F:35].[B-](F)(F)(F)F.C1[N+]2(CCl)CC[N+](F)(CC2)C1>C(#N)C>[F:35][C:20]1[C:19]([O:18][C:16]2[CH:15]=[CH:14][C:13]3[C:9]([C:6]4[CH:5]=[CH:4][C:3]([C:2]([F:1])([F:32])[F:33])=[CH:8][CH:7]=4)=[N:10][O:11][C:12]=3[CH:17]=2)=[CH:31][CH:30]=[CH:29][C:21]=1[O:22][CH:23]([CH2:27][CH3:28])[C:24]([OH:26])=[O:25] |f:1.2.3|. Reported procedure: A solution of the title compound of example 10 (92 mg, 0.2 mmol) and SELECTFLUOR™ (Aldrich, 70 mg, 0.2 mmol) in acetonitrile (2.0 mL) was heated at 60° C. for 16 hrs. The reaction mixture was directly purified by preparative HPLC on a 100×20 mm YMC C-18 column using 0.1% TFA modified CH3CN—H2O solvent system as the eluent to afford the title compound. The reactants are ClC=1C=C2C(=NC1)NC=C2C2=NC=C(C(=N2)N[C@@H]2CN(CCC2)CC(=O)OC(C)(C)C)F (tert-butyl 2-[(3S)-3-[[2-(5-chloro-1H-pyrrolo[2,3-b]pyridin-3-yl)-5-fluoro-pyrimidin-4-yl]amino]-1-piperidyl]acetate), ClC=1C=C2C(=NC1)NC=C2C2=NC=C(C(=N2)N[C@@H]2CN(CCC2)CC(=O)OC(C)(C)C)F ((S)-tert-butyl 2-(3-(2-(5-chloro-1H-pyrrolo[2,3-b]pyridin-3-yl)-5-fluoropyrimidin-4-ylamino)piperidin-1-yl)ethanoate), FC(C(=O)O)(F)F (trifluoroacetic acid). The solvent is C(Cl)Cl (CH2Cl2). Run at time 18 hour. Yields the product ClC=1C=C2C(=NC1)NC=C2C2=NC=C(C(=N2)N[C@@H]2CN(CCC2)CC(=O)O)F ((S)-2-(3-(2-(5-chloro-1H-pyrrolo[2,3-b]pyridin-3-yl)-5-fluoropyrimidin-4-ylamino)piperidin-1-yl)ethanoic acid). Reaction SMILES: [Cl:1][C:2]1[CH:3]=[C:4]2[C:10]([C:11]3[N:16]=[C:15]([NH:17][C@H:18]4[CH2:23][CH2:22][CH2:21][N:20]([CH2:24][C:25]([O:27]C(C)(C)C)=[O:26])[CH2:19]4)[C:14]([F:32])=[CH:13][N:12]=3)=[CH:9][NH:8][C:5]2=[N:6][CH:7]=1.FC(F)(F)C(O)=O>C(Cl)Cl>[Cl:1][C:2]1[CH:3]=[C:4]2[C:10]([C:11]3[N:16]=[C:15]([NH:17][C@H:18]4[CH2:23][CH2:22][CH2:21][N:20]([CH2:24][C:25]([OH:27])=[O:26])[CH2:19]4)[C:14]([F:32])=[CH:13][N:12]=3)=[CH:9][NH:8][C:5]2=[N:6][CH:7]=1. Procedure details: To a solution tert-butyl 2-[(3S)-3-[[2-(5-chloro-1H-pyrrolo[2,3-b]pyridin-3-yl)-5-fluoro-pyrimidin-4-yl]amino]-1-piperidyl]acetate, 2b, (0.12 g, 0.26 mmol) in CH2Cl2 (4 mL) was added trifluoroacetic acid (4 mL). The reaction mixture was stirred at room temperature for 18 h and concentrated in vacuo. The crude residue was diluted with 5% MeOH/CH2Cl2 and the resulting white precipitate was filtered and washed with CH2Cl2 to afford the desired product, 577, as trifluoroacetic acid salt. Starting materials: COC=1C=C2C(=CN(C2=CC1)CC=1SC=CC1)C1CCNCC1 (5-methoxy-3-piperidin-4-yl-1-thiophen-2-ylmethyl-1H-indole), COC(C1=CC(=CC=C1)CBr)=O (3-bromomethyl-benzoic acid methyl ester). Yields the product COC=1C=C2C(=CN(C2=CC1)CC=1SC=CC1)C1CCN(CC1)CC=1C=C(C(=O)O)C=CC1 (3-[4-(5-methoxy-1-thiophen-2-ylmethyl-1H-indol-3-yl)-piperidin-1-ylmethyl]-benzoic acid). Reaction SMILES: [CH3:1][O:2][C:3]1[CH:4]=[C:5]2[C:9](=[CH:10][CH:11]=1)[N:8]([CH2:12][C:13]1[S:14][CH:15]=[CH:16][CH:17]=1)[CH:7]=[C:6]2[CH:18]1[CH2:23][CH2:22][NH:21][CH2:20][CH2:19]1.C[O:25][C:26](=[O:35])[C:27]1[CH:32]=[CH:31][CH:30]=[C:29]([CH2:33]Br)[CH:28]=1>>[CH3:1][O:2][C:3]1[CH:4]=[C:5]2[C:9](=[CH:10][CH:11]=1)[N:8]([CH2:12][C:13]1[S:14][CH:15]=[CH:16][CH:17]=1)[CH:7]=[C:6]2[CH:18]1[CH2:23][CH2:22][N:21]([CH2:33][C:29]2[CH:28]=[C:27]([CH:32]=[CH:31][CH:30]=2)[C:26]([OH:35])=[O:25])[CH2:20][CH2:19]1. Procedure details: This compound was prepared following the procedure described in example 13 (part D) starting with 2.4 g (7.4 mmol) of 5-methoxy-3-piperidin-4-yl-1-thiophen-2-ylmethyl-1H-indole (example 89, part C) and 1.9 g (8 mmol) 3-bromomethyl-benzoic acid methyl ester. After standard work-up, 1.4 g (41% of yield) of the expected acid were obtained.